From a dataset of the Open Reaction Database (ORD), a public repository of structured organic reaction records. describe an organic reaction: reactants, conditions, products, and yield Starting materials: C(C1=CC=CC=C1)(C1=CC=CC=C1)OC(=O)C=1O[C@H]([C@@H]([C@H](C1)NC(=NC(=O)OC(C)(C)C)NC(=O)OC(C)(C)C)NC(C)=O)C(N(CCC)C)=O ((4S,5R,6R)-5-Acetylamino-4-[2,3-bis(tert-butoxycarbonyl)-guanidino]-6-(methylpropylcarbamoyl)-5,6-dihydro-4H-pyran-2-carboxylic acid benzhydryl ester), FC(C(=O)O)(F)F (trifluoroacetic acid). The solvent is ClCCl (dichloromethane). Run at time 3 hour. The product is FC(C(=O)O)(F)F.C(C)(=O)N[C@@H]1[C@H](C=C(O[C@H]1C(N(CCC)C)=O)C(=O)O)NC(=N)N ((4S,5R,6R)-5-Acetylamino-6-(methylpropylcarbamoyl)-4-guanidino-5,6-dihydro-4H-pyran-2-carboxylic acid trifluoroacetate salt). Reaction SMILES: C([O:14][C:15]([C:17]1[O:18][C@@H:19]([C:45](=[O:51])[N:46]([CH3:50])[CH2:47][CH2:48][CH3:49])[C@H:20]([NH:41][C:42](=[O:44])[CH3:43])[C@@H:21]([NH:23][C:24]([NH:33]C(OC(C)(C)C)=O)=[N:25]C(OC(C)(C)C)=O)[CH:22]=1)=[O:16])(C1C=CC=CC=1)C1C=CC=CC=1.[F:52][C:53]([F:58])([F:57])[C:54]([OH:56])=[O:55]>ClCCl>[F:52][C:53]([F:58])([F:57])[C:54]([OH:56])=[O:55].[C:42]([NH:41][C@H:20]1[C@H:19]([C:45](=[O:51])[N:46]([CH3:50])[CH2:47][CH2:48][CH3:49])[O:18][C:17]([C:15]([OH:16])=[O:14])=[CH:22][C@@H:21]1[NH:23][C:24]([NH2:33])=[NH:25])(=[O:44])[CH3:43] |f:3.4|. Procedure details: (4S,5R,6R)-5-Acetylamino-4-[2,3-bis(tert-butoxycarbonyl)-guanidino]-6-(methylpropylcarbamoyl)-5,6-dihydro-4H-pyran-2-carboxylic acid benzhydryl ester (0.11 g) was dissolved in dichloromethane (1 ml) and trifluoroacetic acid (1 ml) and left to stand for 3 hours. The solvent was removed in vacuo and the residue was triturated using diethyl ether. The solid was collected by filtration and dried to give the title compound as a white solid. (0.061 g) 1H NMR (250 MHz, D2O) 6.00 (1H, d, J=4Hz), 5.34 (1... The reactants are ON=C(N)C1=NC=CC=C1 (N′-hydroxy-2-pyridinecarboximidamide), C12C(OC(C2C1)=O)=O (3-oxabicyclo[3.1.0]hexane-2,4-dione). The reagents and catalysts are CN(C=O)C (dimethylformamide). Yields the product N1=C(C=CC=C1)C1=NOC(=N1)[C@@H]1[C@@H](C1)C(=O)O (cis-2-[3-(2-pyridinyl)-1,2,4-oxadiazol-5-yl]cyclopropanecarboxylic acid). Yield: 86.6%. As a reaction SMILES: [OH:1][N:2]=[C:3]([C:5]1[CH:10]=[CH:9][CH:8]=[CH:7][N:6]=1)[NH2:4].[CH:11]12[CH2:16][CH:15]1[C:14](=O)[O:13][C:12]2=[O:18]>CN(C)C=O>[N:6]1[CH:7]=[CH:8][CH:9]=[CH:10][C:5]=1[C:3]1[N:4]=[C:14]([C@H:15]2[CH2:16][C@H:11]2[C:12]([OH:18])=[O:13])[O:1][N:2]=1. Reported procedure: N′-hydroxy-2-pyridinecarboximidamide (0.137 g) with 3-oxabicyclo[3.1.0]hexane-2,4-dione (0.112 g) in dimethylformamide (2 drops) was heated for 4 times 30 seconds in a CEM MARS 5 microwave at 100% of 300 W to leave a fused mass. The reaction was allowed to cool and triturated with diethyl ether and filtered to leave cis-2-[3-(2-pyridinyl)-1,2,4-oxadiazol-5-yl]cyclopropanecarboxylic acid (0.200 g). Reactants: C1=CC=CC=2C3=CC=CC=C3C(C12)CCO (2-(9-fluorenyl) ethanol), C(=O)(Cl)Cl (phosgene). Solvent: C1(=CC=CC=C1)C (toluene), C1(=CC=CC=C1)C (toluene). Run at time 0.5 hour. The product is N-[9H-(Fluorenyl-9-ethoxycarbonyl)]amino-4-benzoic acid, ClC(=O)OCCC1C2=CC=CC=C2C=2C=CC=CC12 (2-(9-fluorenyl)ethyl chloroformate). Reaction SMILES: [CH:1]1[C:13]2[CH:12]([CH2:14][CH2:15][OH:16])[C:11]3[C:6](=[CH:7][CH:8]=[CH:9][CH:10]=3)[C:5]=2[CH:4]=[CH:3][CH:2]=1.[C:17](Cl)([Cl:19])=[O:18]>C1(C)C=CC=CC=1>[Cl:19][C:17]([O:16][CH2:15][CH2:14][CH:12]1[C:13]2[CH:1]=[CH:2][CH:3]=[CH:4][C:5]=2[C:6]2[C:11]1=[CH:10][CH:9]=[CH:8][CH:7]=2)=[O:18]. Procedure: N-[9H-(Fluorenyl-9-ethoxycarbonyl)]amino-4-benzoic acid was prepared from a solution of 2-(9-fluorenyl) ethanol (1.5 g, 7.1 mmol) in 10 ml of toluene to which was added dropwise with stirring a solution of phosgene in toluene (12.4 ml, 1.93M). After 0.5 hours, the solution was put under vacuum to remove excess phosgene, and concentrated to yield 2-(9-fluorenyl)ethyl chloroformate. This was then dissolved in 10 ml of dioxane and add to a solution of 4-aminobenzoic acid (1.0 g, 7.3 mmol) in 15 ml ... The reactants are ClC1=NC(=NS1)SC (5-chloro-3-methylthio-1,2,4-thiadiazole), C[Sn](C1=CC=CC=C1)(C)C (trimethylphenyltin), tetrakistriphenylphosphine palladium, [F-].[K+] (potassium fluoride). Product: CSC1=NSC(=N1)C1=CC=CC=C1 (3-methylthio-5-phenyl-1,2,4-thiadiazole). Reaction SMILES: Cl[C:2]1[S:6][N:5]=[C:4]([S:7][CH3:8])[N:3]=1.C[Sn](C)(C)[C:11]1[CH:16]=[CH:15][CH:14]=[CH:13][CH:12]=1.[F-].[K+]>C1(C)C=CC=CC=1>[CH3:8][S:7][C:4]1[N:3]=[C:2]([C:11]2[CH:16]=[CH:15][CH:14]=[CH:13][CH:12]=2)[S:6][N:5]=1 |f:2.3|. The solvent is C1(=CC=CC=C1)C (toluene). Yield: 72.8%. Procedure details: To 30 ml of toluene were added 500 mg of 5-chloro-3-methylthio-1,2,4-thiadiazole, 794 mg of trimethylphenyltin and 346 mg of tetrakistriphenylphosphine palladium, and the mixture was heated under reflux for 8 hours in a nitrogen atmosphere. Then, the reaction mixture was cooled to room temperature, and a 20% aqueous potassium fluoride solution was added to the reaction mixture, followed by stirring. This mixture was filtered through Celite, and the filtrate was concentrated. The resulting residu...